describe an organic reaction: reactants, conditions, products, and yield From a dataset of the Open Reaction Database (ORD), a public repository of structured organic reaction records. Reactants: ClC1=C(C=CC(=C1)Cl)C1(C(N(C2=CC(=CC(=C12)C(F)(F)F)N1N=NC=C1)C[C@@H]1C[C@H](C1)N(CC)CC)=O)O (3-(2,4-dichlorophenyl)-1-[trans-3-(diethylamino)-cyclobutylmethyl]-4-trifluoromethyl-3-hydroxy-6-(1-triazolyl)-1,3-dihydro-2H-indol-2-one), O.Cl (hydrochloric acid water). Run in C(C)#N (acetonitrile). Product: Cl.ClC1=C(C=CC(=C1)Cl)C1(C(N(C2=CC(=CC(=C12)C(F)(F)F)N1N=NC=C1)C[C@@H]1C[C@H](C1)N(CC)CC)=O)O (3-(2,4-dichlorophenyl)-1-[trans-3-(diethylamino)-cyclobutylmethyl]-4-trifluoromethyl-3-hydroxy-6-(1-triazolyl)-1,3-dihydro-2H-indol-2-one hydrochloride). Reaction SMILES: [Cl:1][C:2]1[CH:7]=[C:6]([Cl:8])[CH:5]=[CH:4][C:3]=1[C:9]1([OH:38])[C:17]2[C:12](=[CH:13][C:14]([N:22]3[CH:26]=[CH:25][N:24]=[N:23]3)=[CH:15][C:16]=2[C:18]([F:21])([F:20])[F:19])[N:11]([CH2:27][C@H:28]2[CH2:31][C@H:30]([N:32]([CH2:35][CH3:36])[CH2:33][CH3:34])[CH2:29]2)[C:10]1=[O:37].O.Cl>C(#N)C>[ClH:1].[Cl:1][C:2]1[CH:7]=[C:6]([Cl:8])[CH:5]=[CH:4][C:3]=1[C:9]1([OH:38])[C:17]2[C:12](=[CH:13][C:14]([N:22]3[CH:26]=[CH:25][N:24]=[N:23]3)=[CH:15][C:16]=2[C:18]([F:20])([F:19])[F:21])[N:11]([CH2:27][C@H:28]2[CH2:29][C@H:30]([N:32]([CH2:33][CH3:34])[CH2:35][CH3:36])[CH2:31]2)[C:10]1=[O:37] |f:1.2,4.5|. Procedure: To a solution of the compound of Example 16-1 in acetonitrile was added 4N hydrochloric acid water, and the mixture was concentrated in vacuo and dried to give the titled compound. The reactants are CS(=O)(=O)OCC\C=C\C1=CC(=C(C=C1)Cl)Cl ((E)-4-(3,4-dichlorophenyl)but-3-enyl methanesulfonate), [N-]=[N+]=[N-].[Na+] (NaN3). The solvent is CCOC(=O)C (EtOAc), CN(C)C=O (DMF). Reaction conditions: time 16 hour. Yields the product N(=[N+]=[N-])CC/C=C/C1=CC(=C(C=C1)Cl)Cl ((E)-4-(4-azidobut-1-enyl)-1,2-dichlorobenzene). Yield: 53.5%. RXN SMILES: CS(O[CH2:6][CH2:7]/[CH:8]=[CH:9]/[C:10]1[CH:15]=[CH:14][C:13]([Cl:16])=[C:12]([Cl:17])[CH:11]=1)(=O)=O.[N-:18]=[N+:19]=[N-:20].[Na+]>CN(C=O)C.CCOC(C)=O>[N:18]([CH2:6][CH2:7]/[CH:8]=[CH:9]/[C:10]1[CH:15]=[CH:14][C:13]([Cl:16])=[C:12]([Cl:17])[CH:11]=1)=[N+:19]=[N-:20] |f:1.2|. Procedure details: To a solution of Intermediate 2C (1.3 g, 4.4 mmol) in DMF (7 mL) was added NaN3 (0.86 g, 13 mmol). The reaction mixture was stirred at rt for 16 h. The reaction mixture was diluted with EtOAc (100 mL). The organic layer was washed with 10% aqueous LiCl solution (3×200 mL), dried over Na2SO4 and dried in vacuo. The product was isolated by silica gel chromatography to obtain 570 mg (87% yield) of Intermediate 2D. HPLC/MS (Method C) RT=4.02 min, [M+Na]+ 263.2.